Dataset: the Open Reaction Database (ORD), a public repository of structured organic reaction records. Task: describe an organic reaction: reactants, conditions, products, and yield Starting materials: OC1=C(C(=O)O)C=CC=C1O (2,3-dihydroxybenzoic acid), C1=CC=C(C(=C1)O)O (pyrocatechin). Product: C(=O)(O)C1=C2C(=CC=C1)OCO2 (1-carboxy-methylenedioxybenzene). RXN SMILES: [OH:1][C:2]1[C:10]([OH:11])=[CH:9][CH:8]=[CH:7][C:3]=1[C:4]([OH:6])=[O:5].[CH:12]1C=C(O)C(O)=CC=1>>[C:4]([C:3]1[CH:7]=[CH:8][CH:9]=[C:10]2[O:11][CH2:12][O:1][C:2]=12)([OH:6])=[O:5]. Procedure details: By substituting pyrocatechoic acid (ie., 2,3-dihydroxybenzoic acid) for the pyrocatechin of Example 1, and otherwise following the procedure described therein, the product 1-carboxy-methylenedioxybenzene is obtained.